This data is from the Open Reaction Database (ORD), a public repository of structured organic reaction records. The task is: describe an organic reaction: reactants, conditions, products, and yield Reactants: O=C1NN=C2C=3C=4C1=CC=CC4NC3CN(C2)C(=O)OCC2=CC=CC=C2 (Benzyl 8-oxo-3,4,8,9-tetrahydro-2,4,9,10-tetraazacyclohepta[def]fluorene-2(1H)-carboxylate), [H][H] (hydrogen). Reagents/catalysts: [Pd] (palladium). The solvent is CO (methanol). Product: C1C=2C=3C=4C(=CC=CC4NC3CN1)C(NN2)=O (2,3,4,9-Tetrahydro-2,4,9,10-tetraazacyclohepta[def]fluoren-8(1H)-one). RXN SMILES: [O:1]=[C:2]1[C:8]2=[CH:9][CH:10]=[CH:11][C:12]3[NH:13][C:14]4[CH2:15][N:16](C(OCC5C=CC=CC=5)=O)[CH2:17][C:5]([C:6]=4[C:7]=32)=[N:4][NH:3]1.[H][H]>CO.[Pd]>[CH2:17]1[NH:16][CH2:15][C:14]2[NH:13][C:12]3[CH:11]=[CH:10][CH:9]=[C:8]4[C:2](=[O:1])[NH:3][N:4]=[C:5]1[C:6]=2[C:7]=34. Reported procedure: A mixture of Compound 20 (34 mg, 0.1 mmol) and palladium (10%) on carbon (10 mg) in 10 mL of methanol was stirred at RT under a balloon of hydrogen for 5 h. The mixture was then filtered through a pad of celite. The catalyst cake was washed with methanol. The filtrate was concentrated. The resulting residue was purified by HPLC to give the target product as formic acid salt (white solid) (13 mg, 50%). 1H NMR (DMSO-d6) δ 11.7 (s, 1H), 9.86 (s, 1H), 7.40-7.45 (m, 2H), 7.09 (t, 1H, J=8.0 Hz), 3.94 ...